This data is from the Open Reaction Database (ORD), a public repository of structured organic reaction records. The task is: describe an organic reaction: reactants, conditions, products, and yield Reactants: FC=1C=C(C=CC1)B1OCCO1 (2-(3-fluorophenyl)-[1,3,2]-dioxaborolane), BrC1=C(C=C(C=C1)Cl)COCOC (1-bromo4-chloro-2-((methoxymethoxy)methyl)-benzene). The product is ClC1=CC2=C(B(OC2)C2=CC(=CC=C2)F)C=C1 (5-Chloro-1-(3-Fluorophenyl)-1,3-dihydrobenzo[c]-[1,2]oxaborole). RXN SMILES: [F:1][C:2]1[CH:3]=[C:4]([B:8]2[O:12][CH2:11][CH2:10]O2)[CH:5]=[CH:6][CH:7]=1.Br[C:14]1C=[CH:18][C:17]([Cl:20])=[CH:16][C:15]=1COCOC>>[Cl:20][C:17]1[CH:16]=[CH:15][C:14]2[B:8]([C:4]3[CH:5]=[CH:6][CH:7]=[C:2]([F:1])[CH:3]=3)[O:12][CH2:11][C:10]=2[CH:18]=1. Reported procedure: This was prepared as per the procedure in Example 11, from 2-(3-fluorophenyl)-[1,3,2]-dioxaborolane and 1-bromo4-chloro-2-((methoxymethoxy)methyl)-benzene to afford white crystalline product. Starting materials: CCNCc1cc(C(F)(F)F)ccc1-c1cncc(CC(=O)OCC)c1, O=C(O)c1cnccn1. Yields the product CCOC(=O)Cc1cncc(-c2ccc(C(F)(F)F)cc2CN(CC)C(=O)c2cnccn2)c1. As a reaction SMILES: [CH2:1]([CH3:2])[O:3][C:4]([CH2:5][c:6]1[cH:7][n:8][cH:9][c:10](-[c:12]2[c:13]([CH2:22][NH:23][CH2:24][CH3:25])[cH:14][c:15]([C:18]([F:19])([F:20])[F:21])[cH:16][cH:17]2)[cH:11]1)=[O:26].[n:27]1[c:28]([C:33](=[O:34])[OH:35])[cH:29][n:30][cH:31][cH:32]1>>[CH2:1]([CH3:2])[O:3][C:4]([CH2:5][c:6]1[cH:7][n:8][cH:9][c:10](-[c:12]2[c:13]([CH2:22][N:23]([CH2:24][CH3:25])[C:33]([c:28]3[n:27][cH:32][cH:31][n:30][cH:29]3)=[O:35])[cH:14][c:15]([C:18]([F:19])([F:20])[F:21])[cH:16][cH:17]2)[cH:11]1)=[O:26]. The reactants are C(C)(=O)[O-].[Ni+2].C(C)(=O)[O-] (nickel acetate), CCOCCO (ethyl cellosolve), CNC=1C(C(=O)O)=CC=CC1 (N-methyl-anthranilic acid). Solvent: O (water). Run at temperature 50 celsius, time 1 hour. The product is [Ni].CNC=1C(C(=O)O)=CC=CC1 (N-methylanthranilic acid nickel). Yield: 138.2%. Reaction SMILES: C([O-])(=O)C.[Ni+2:5].C([O-])(=O)C.CCOCCO.[CH3:16][NH:17][C:18]1[C:19](=[CH:23][CH:24]=[CH:25][CH:26]=1)[C:20]([OH:22])=[O:21]>O>[Ni:5].[CH3:16][NH:17][C:18]1[C:19](=[CH:23][CH:24]=[CH:25][CH:26]=1)[C:20]([OH:22])=[O:21] |f:0.1.2,6.7|. Procedure: 23.8 g (0.1 mol) of nickel acetate was added to 500 ml of ethyl cellosolve and stirred. The mixture was heated to 50° C., and 30.2 g (0.2 mol) of N-methyl-anthranilic acid was gradually added. The mixture was subjected to reaction for 2 hours at about 130° C. under refluxing and then dispersed in 2 liters of water. After 1 hour, the dispersion was subjected to filtration and the precipitate was washed with water until neutrality. The precipitate was then dried at 90° C. to obtain about 29 g of p... The reactants are CC(C)(C)C(=O)Cl, Nc1cc2c(O)nc[nH]c-2n1, c1ccncc1. Yields the product CC(C)(C)C(=O)Nc1cc2c(O)nc[nH]c-2n1. As a reaction SMILES: [C:12]([C:13]([CH3:14])([CH3:15])[CH3:16])(=[O:17])[Cl:18].[OH:1][c:2]1[c:3]2[cH:10][c:9]([NH2:11])[n:8][c:4]-2[nH:5][cH:6][n:7]1.[cH:19]1[cH:20][cH:21][n:22][cH:23][cH:24]1>>[OH:1][c:2]1[c:3]2[cH:10][c:9]([NH:11][C:12]([C:13]([CH3:14])([CH3:15])[CH3:16])=[O:17])[n:8][c:4]-2[nH:5][cH:6][n:7]1. Starting materials: solid, NC1=CC=C(C#N)C=C1 (4-aminobenzonitrile), C(=O)([O-])[O-].[K+].[K+] (K2CO3), C1=CC=C(C=C1)CBr (BnBr), ( g ). The solvent is CN(C)C=O (DMF). Reaction conditions: time 8 hour. Product: C(C1=CC=CC=C1)N(C1=CC=C(C#N)C=C1)CC1=CC=CC=C1 (4-Dibenzylamino-benzonitrile). As a reaction SMILES: [NH2:1][C:2]1[CH:9]=[CH:8][C:5]([C:6]#[N:7])=[CH:4][CH:3]=1.C([O-])([O-])=O.[K+].[K+].[CH:16]1[CH:21]=[CH:20][C:19]([CH2:22]Br)=[CH:18][CH:17]=1>CN(C=O)C>[CH2:22]([N:1]([CH2:6][C:5]1[CH:8]=[CH:9][CH:2]=[CH:3][CH:4]=1)[C:2]1[CH:9]=[CH:8][C:5]([C:6]#[N:7])=[CH:4][CH:3]=1)[C:19]1[CH:20]=[CH:21][CH:16]=[CH:17][CH:18]=1 |f:1.2.3|. Procedure: To a suspension of 4-aminobenzonitrile (1.0 g, 8.47 mmol, 1 eq), K2CO3 (5.85 g, 42.4 mmol, 5.0 eq) and KI (422 mg, 2.54 mmol, 0.3 eq) in dry DMF (10 mL) was added dropwise BnBr (4.0 mL, 33.9 mmol, 4.0 eq) under Ar(g). The reaction mixture was stirred at rt overnight, and was then partitioned with H2O (30 mL), and subsequently extracted with EtOAc (5×20 mL) and CH2Cl2 (20 mL). The combined organic extracts were dried over MgSO4 and the solvent was removed in vacuo. The residue was further purifie... The reactants are BrC=1C=CC(=C(O[C@@H]2CN(CC2)C)C1)OC ((3S)-3-(5-Bromo-2-methoxyphenoxy)-1-methylpyrrolidine), amine, aryl halide, C(C)(C)(C)OC(=O)N1[C@H](CNCC1)CC1=CC=CC=C1 (2(S)-benzyl-piperazine-1-carboxylic acid tert-butyl ester). Yields the product C(C1=CC=CC=C1)[C@H]1CN(CCN1)C1=CC(=C(C=C1)OC)O[C@@H]1CN(CC1)C ((S)-3-benzyl-1-(4-methoxy-3-((S)-1-methylpyrrolidin-3-yloxy)phenyl)piperazine). RXN SMILES: Br[C:2]1[CH:3]=[CH:4][C:5]([O:15][CH3:16])=[C:6]([CH:14]=1)[O:7][C@H:8]1[CH2:12][CH2:11][N:10]([CH3:13])[CH2:9]1.C(OC([N:24]1[CH2:29][CH2:28][NH:27][CH2:26][C@@H:25]1[CH2:30][C:31]1[CH:36]=[CH:35][CH:34]=[CH:33][CH:32]=1)=O)(C)(C)C>>[CH2:30]([C@@H:25]1[NH:24][CH2:29][CH2:28][N:27]([C:2]2[CH:3]=[CH:4][C:5]([O:15][CH3:16])=[C:6]([O:7][C@H:8]3[CH2:12][CH2:11][N:10]([CH3:13])[CH2:9]3)[CH:14]=2)[CH2:26]1)[C:31]1[CH:32]=[CH:33][CH:34]=[CH:35][CH:36]=1. Procedure details: The title compound was prepared by the method outlined for Example 1 using (3S)-3-(5-Bromo-2-methoxyphenoxy)-1-methylpyrrolidine as the aryl halide and 2(S)-benzyl-piperazine-1-carboxylic acid tert-butyl ester as the amine component. The title compound was isolated as an orange oil. 1H NMR (MeOH-d4) 7.33-7.30 (m, 2H), 7.26-7.22 (m, 3H), 6.83 (d, J=9.2, 1H), 6.44 (m, 2H), 4.81 (m, 1H), 3.73 (s, 3H), 3.36-3.28 (m, 2H), 3.04 (m, 2H), 2.93-2.66 (m, 8H), 2.52-2.46 (m, 1H), 2.36 (s, 3H), 2.19 (m, 1H),... Reactants: CC1(CCC=C(C1)C(CCC(C=O)C)=O)C (5-(5,5-dimethylcyclohex-1-en-1-yl)-2-methyl-5-oxopentanal), (ethylenediamine)[1,2-bis(diphenylphosphino)ethane]ruthenium (bispivalate). The solvent is C1(=CC=CC=C1)C (toluene). Conditions: temperature 100 celsius. Yields the product CC1(CCC=C(C1)C(CCC(CO)C)=O)C (1-(5,5-dimethylcyclohex-1-en-1-yl)-5-hydroxy-4-methylpentan-1-one). RXN SMILES: [CH3:1][C:2]1([CH3:16])[CH2:7][C:6]([C:8](=[O:15])[CH2:9][CH2:10][CH:11]([CH3:14])[CH:12]=[O:13])=[CH:5][CH2:4][CH2:3]1>C1(C)C=CC=CC=1>[CH3:16][C:2]1([CH3:1])[CH2:7][C:6]([C:8](=[O:15])[CH2:9][CH2:10][CH:11]([CH3:14])[CH2:12][OH:13])=[CH:5][CH2:4][CH2:3]1. Reported procedure: 5-(5,5-dimethylcyclohex-1-en-1-yl)-2-methyl-5-oxopentanal (6.67 g, 0.03 mol.), toluene (20 g, 300 wt. %) and (ethylenediamine)[1,2-bis(diphenylphosphino)ethane]ruthenium (bispivalate) (2.3 mg, 0.003 mmol, 0.01 mol.%) were loaded altogether in a 125 ml autoclave equipped with a mechanical stirring device. Sealed autoclave was then purged to under stirring with nitrogen (3 times 5 bars) and hydrogen (3 times 5 bars) before being pressurized to 50 bars hydrogen. It was then heated to 100° C. and hy... Starting materials: CC(C)(C)NC(=O)Cn1c(-c2cccc(Cl)c2)nc2ccc(C=CCCOS(C)(=O)=O)cc2c1=O, C1CCNC1, CO, CC#N, ClCCl, [K+], [K+], [NH4+], O=C([O-])[O-], [OH-]. Yields the product CC(C)(C)NC(=O)Cn1c(-c2cccc(Cl)c2)nc2ccc(C=CCCN3CCCC3)cc2c1=O. Reaction SMILES: [C:1]([CH3:2])([CH3:3])([CH3:4])[NH:5][C:6](=[O:7])[CH2:8][n:9]1[c:10](-[c:29]2[cH:30][c:31]([Cl:35])[cH:32][cH:33][cH:34]2)[n:11][c:12]2[cH:13][cH:14][c:15]([CH:20]=[CH:21][CH2:22][CH2:23][O:24][S:25]([CH3:26])(=[O:27])=[O:28])[cH:16][c:17]2[c:18]1=[O:19].[CH2:36]1[CH2:37][CH2:38][NH:39][CH2:40]1.[CH3:47][OH:48].[CH3:49][C:50]#[N:51].[Cl:54][CH2:55][Cl:56].[K+:41].[K+:42].[NH4+:53].[O-:43][C:44]([O-:45])=[O:46].[OH-:52]>>[C:1]([CH3:2])([CH3:3])([CH3:4])[NH:5][C:6](=[O:7])[CH2:8][n:9]1[c:10](-[c:29]2[cH:30][c:31]([Cl:35])[cH:32][cH:33][cH:34]2)[n:11][c:12]2[cH:13][cH:14][c:15]([CH:20]=[CH:21][CH2:22][CH2:23][N:39]3[CH2:38][CH2:37][CH2:36][CH2:40]3)[cH:16][c:17]2[c:18]1=[O:19].